Dataset: the Open Reaction Database (ORD), a public repository of structured organic reaction records. Task: describe an organic reaction: reactants, conditions, products, and yield Reaction SMILES: [CH2:10]([CH2:11][CH3:12])[S:13](=[O:14])[O-:15].[CH3:17][CH2:18][O:19][C:20](=[O:21])[CH3:22].[CH3:23][S:24]([CH3:25])=[O:26].[CH3:27][CH2:28][CH2:29][CH2:30][CH2:31][CH3:32].[F:1][c:2]1[cH:3][cH:4][c:5]([CH:6]=[O:7])[cH:8][cH:9]1.[Na+:16]>>[c:2]1([S:13]([CH2:10][CH2:11][CH3:12])(=[O:14])=[O:15])[cH:3][cH:4][c:5]([CH:6]=[O:7])[cH:8][cH:9]1. The product is CCCS(=O)(=O)c1ccc(C=O)cc1. The reactants are CCCS(=O)[O-], CCOC(C)=O, CS(C)=O, CCCCCC, O=Cc1ccc(F)cc1, [Na+].